This data is from the Open Reaction Database (ORD), a public repository of structured organic reaction records. The task is: describe an organic reaction: reactants, conditions, products, and yield The reactants are CCN(C(C)C)C(C)C, S=C(Cl)Cl, ClCCl, Cl, Nc1ccc(C2CC2)c2ccccc12. The product is S=C=Nc1ccc(C2CC2)c2ccccc12. Reaction SMILES: [CH:19]([N:20]([CH:21]([CH3:22])[CH3:23])[CH2:24][CH3:25])([CH3:26])[CH3:27].[Cl:1][C:2]([Cl:3])=[S:4].[Cl:29][CH2:30][Cl:31].[ClH:28].[NH2:5][c:6]1[cH:7][cH:8][c:9]([CH:16]2[CH2:17][CH2:18]2)[c:10]2[cH:11][cH:12][cH:13][cH:14][c:15]12>>[C:2](=[S:4])=[N:5][c:6]1[cH:7][cH:8][c:9]([CH:16]2[CH2:17][CH2:18]2)[c:10]2[cH:11][cH:12][cH:13][cH:14][c:15]12. Starting materials: CC(=O)O, Nc1nccs1, CCOC(=O)c1c(O)nc2c(C(F)(F)F)cccc2c1O, Cc1ccccc1C. Product: O=C(Nc1nccs1)c1c(O)nc2c(C(F)(F)F)cccc2c1O. As a reaction SMILES: [CH3:36][C:37](=[O:38])[OH:39].[NH2:30][c:31]1[s:32][cH:33][cH:34][n:35]1.[OH:1][c:2]1[n:3][c:4]2[c:5]([C:18]([F:19])([F:20])[F:21])[cH:6][cH:7][cH:8][c:9]2[c:10]([OH:17])[c:11]1[C:12](=[O:13])[O:14][CH2:15][CH3:16].[c:22]1([CH3:23])[c:24]([CH3:25])[cH:26][cH:27][cH:28][cH:29]1>>[OH:1][c:2]1[n:3][c:4]2[c:5]([C:18]([F:19])([F:20])[F:21])[cH:6][cH:7][cH:8][c:9]2[c:10]([OH:17])[c:11]1[C:12](=[O:13])[NH:30][c:31]1[s:32][cH:33][cH:34][n:35]1. Yield: 82.0%. Yields the product C=1OC=CC=2C1C=CC2CC2=C(SC=C2)CN (C-(5-Benzofuran-5-ylmethyl-thiophen-2-yl)-methylamine). Reactants: [H-].[Al+3].[Li+].[H-].[H-].[H-] (lithium aluminum hydride), [Cl-].[Al+3].[Cl-].[Cl-] (aluminum chloride), O1CCCC1 (tetrahydrofuran), Example 177, N (ammonia), O1C=CC2=C1C=CC(=C2)C(C2=CC=C(S2)C#N)O (5-(Benzofuran-5-yl-hydroxy-methyl)-thiophene-2 carbonitrile), S(=O)(=O)([O-])[O-].[Mg+2] (magnesium sulfate). RXN SMILES: [H-].[Al+3].[Li+].[H-].[H-].[H-].[Cl-].[Al+3].[Cl-].[Cl-].[O:11]1[C:15]2[CH:16]=[CH:17][C:18]([CH:20](O)[C:21]3SC(C#N)=[CH:23][CH:22]=3)=[CH:19][C:14]=2[CH:13]=[CH:12]1.[NH3:29].[S:30]([O-])([O-])(=O)=O.[Mg+2].O1[CH2:40][CH2:39]CC1>>[CH:12]1[O:11][CH:15]=[CH:16][C:17]2[C:13]=1[CH:14]=[CH:19][C:18]=2[CH2:20][C:21]1[CH:22]=[CH:23][S:30][C:39]=1[CH2:40][NH2:29] |f:0.1.2.3.4.5,6.7.8.9,12.13|. Procedure: To a solution of lithium aluminum hydride (488 mg, 12.9 mmol) in tetrahydrofuran (10 mL) was added aluminum chloride (1.72 g, 12.9 mmol) on an ice bath, and the solution was stirred for 10 minutes. 5-(Benzofuran-5-yl-hydroxy-methyl)-thiophene-2 carbonitrile described in Preparation Example 177 (364 mg, 1.43 mmol) was added to this suspension on an ice bath, and the solution was stirred for 3 hours. Aqueous ammonia was added to the reaction solution, then, anhydrous magnesium sulfate was added fo... Conditions: time 10 minute. Reactants: C(C)NC(C(C)C1=CC=C(C=C1)I)=O (N-Ethyl-2-(4-iodo-phenyl)-propionamide), C(#C)C1=CC=C(C=C1)OC (1-ethynyl-4-methoxybenzene), TEA. The reagents and catalysts are [Cu]I (copper(I)iodide), C1=CC=C(C=C1)P(C2=CC=CC=C2)C3=CC=CC=C3.C1=CC=C(C=C1)P(C2=CC=CC=C2)C3=CC=CC=C3.Cl[Pd]Cl (bis(triphenylphosphine)palladium(II)chloride). The solvent is CCOC(=O)C (EtOAc), C(C)#N (ACN). Reaction conditions: time 5 hour. Yields the product C(C)NC(C(C)C1=CC=C(C=C1)C#CC1=CC=C(C=C1)OC)=O (N-Ethyl-2-[4-(4-methoxy-phenylethynyl)-phenyl]-propionamide). Reaction SMILES: [CH2:1]([NH:3][C:4](=[O:14])[CH:5]([C:7]1[CH:12]=[CH:11][C:10](I)=[CH:9][CH:8]=1)[CH3:6])[CH3:2].[C:15]([C:17]1[CH:22]=[CH:21][C:20]([O:23][CH3:24])=[CH:19][CH:18]=1)#[CH:16]>C(#N)C.[Cu]I.C1C=CC(P(C2C=CC=CC=2)C2C=CC=CC=2)=CC=1.C1C=CC(P(C2C=CC=CC=2)C2C=CC=CC=2)=CC=1.Cl[Pd]Cl.CCOC(C)=O>[CH2:1]([NH:3][C:4](=[O:14])[CH:5]([C:7]1[CH:12]=[CH:11][C:10]([C:16]#[C:15][C:17]2[CH:22]=[CH:21][C:20]([O:23][CH3:24])=[CH:19][CH:18]=2)=[CH:9][CH:8]=1)[CH3:6])[CH3:2] |f:4.5.6|. Procedure: 300 mg (0.99 mmol) N-Ethyl-2-(4-iodo-phenyl)-propionamide (XVIII.1) are added to 148 μL (1.14 mmol) 1-ethynyl-4-methoxybenzene in 8 mL ACN under inert gas atmosphere. 276 μL (1.99 mmol) TEA as base, 6 mg (0.03 mmol) copper(I)iodide and 42 mg (0.060 mmol) bis(triphenylphosphine)palladium(II)chloride as catalyst are added and the mixture is stirred at rt under inert gas atmosphere for 5 h. After that time, the mixture is diluted with EtOAc, washed with saturated ammonium chloride solution and brin... Reactants: N#Cc1ccc(N2C(=O)CNC2=O)c2ccccc12, O=Cc1ccc(O)cc1. The product is N#Cc1ccc(N2C(=O)NC(=Cc3ccc(O)cc3)C2=O)c2ccccc12. RXN SMILES: [O:1]=[C:2]1[N:3]([c:8]2[cH:9][cH:10][c:11]([C:18]#[N:19])[c:12]3[cH:13][cH:14][cH:15][cH:16][c:17]23)[C:4](=[O:7])[CH2:5][NH:6]1.[OH:20][c:21]1[cH:22][cH:23][c:24]([CH:25]=[O:26])[cH:27][cH:28]1>>[O:1]=[C:2]1[N:3]([c:8]2[cH:9][cH:10][c:11]([C:18]#[N:19])[c:12]3[cH:13][cH:14][cH:15][cH:16][c:17]23)[C:4](=[O:7])[C:5](=[CH:25][c:24]2[cH:23][cH:22][c:21]([OH:20])[cH:28][cH:27]2)[NH:6]1. Reactants: CC(Br)C(=O)OCCSCc1ccccc1, O=C([O-])[O-], CN(C)C=O, [K+], [K+], Oc1ccc(O)cc1. Yields the product CC(Oc1ccc(O)cc1)C(=O)OCCSCc1ccccc1. Reaction SMILES: [Br:15][CH:16]([C:17](=[O:18])[O:19][CH2:20][CH2:21][S:22][CH2:23][c:24]1[cH:25][cH:26][cH:27][cH:28][cH:29]1)[CH3:30].[C:9](=[O:10])([O-:11])[O-:12].[CH3:31][N:32]([CH3:33])[CH:34]=[O:35].[K+:13].[K+:14].[OH:1][c:2]1[cH:3][cH:4][c:5]([OH:6])[cH:7][cH:8]1>>[OH:1][c:2]1[cH:3][cH:4][c:5]([O:6][CH:16]([C:17](=[O:18])[O:19][CH2:20][CH2:21][S:22][CH2:23][c:24]2[cH:25][cH:26][cH:27][cH:28][cH:29]2)[CH3:30])[cH:7][cH:8]1.